describe an organic reaction: reactants, conditions, products, and yield From a dataset of the Open Reaction Database (ORD), a public repository of structured organic reaction records. Starting materials: BrC1CCNCC1 (4-Bromopiperidine), S(=O)(=O)(C1=CC=C(C)C=C1)Cl (tosyl chloride). The solvent is N1=CC=CC=C1 (pyridine), ClCCl (dichloromethane), Cl (HCl). Conditions: time 12 hour. Product: BrC1CCN(CC1)S(=O)(=O)C1=CC=C(C)C=C1 (4-bromo-1-tosylpiperidine). RXN SMILES: [Br:1][CH:2]1[CH2:7][CH2:6][NH:5][CH2:4][CH2:3]1.[S:8](Cl)([C:11]1[CH:17]=[CH:16][C:14]([CH3:15])=[CH:13][CH:12]=1)(=[O:10])=[O:9]>N1C=CC=CC=1.ClCCl.Cl>[Br:1][CH:2]1[CH2:7][CH2:6][N:5]([S:8]([C:11]2[CH:17]=[CH:16][C:14]([CH3:15])=[CH:13][CH:12]=2)(=[O:10])=[O:9])[CH2:4][CH2:3]1. Reported procedure: 4-Bromopiperidine (5.75 g, 23.5 mmol) was dissolved in pyridine (50 mL) and treated with tosyl chloride (5.8 g, 30.5 mmol). The reaction mixture was stirred for 12 h at r.t. and then diluted with dichloromethane (150 mL) and HCl (1 M aqueous solution, 50 mL). The organic layer was washed with brine (80 mL), dried over MgSO4, filtered and concentrated under reduced pressure. The residue was purified by flash chromatography (40% EtOAc/hexane) to give 4-bromo-1-tosylpiperidine as a white solid: 1H ... The reactants are CC(=O)[O-], CC(=O)[O-], CS(=O)(=O)c1ccc(B(O)O)cc1, [Cu+2], CC(C)N1CCN(C(=O)c2ccc3[nH]c(C(=O)N4CCS(=O)(=O)CC4)cc3c2)CC1, c1ccncc1. Yields the product CC(C)N1CCN(C(=O)c2ccc3c(c2)cc(C(=O)N2CCS(=O)(=O)CC2)n3-c2ccc(S(C)(=O)=O)cc2)CC1. As a reaction SMILES: [C:44]([O-:45])(=[O:46])[CH3:47].[C:49]([O-:50])(=[O:51])[CH3:52].[CH3:31][S:32](=[O:33])(=[O:34])[c:35]1[cH:36][cH:37][c:38]([B:41]([OH:42])[OH:43])[cH:39][cH:40]1.[Cu+2:48].[O:1]=[S:2]1(=[O:30])[CH2:3][CH2:4][N:5]([C:8](=[O:9])[c:10]2[nH:11][c:12]3[cH:13][cH:14][c:15]([C:19](=[O:20])[N:21]4[CH2:22][CH2:23][N:24]([CH:27]([CH3:28])[CH3:29])[CH2:25][CH2:26]4)[cH:16][c:17]3[cH:18]2)[CH2:6][CH2:7]1.[cH:53]1[cH:54][cH:55][n:56][cH:57][cH:58]1>>[O:1]=[S:2]1(=[O:30])[CH2:3][CH2:4][N:5]([C:8](=[O:9])[c:10]2[n:11](-[c:38]3[cH:37][cH:36][c:35]([S:32]([CH3:31])(=[O:33])=[O:34])[cH:40][cH:39]3)[c:12]3[cH:13][cH:14][c:15]([C:19](=[O:20])[N:21]4[CH2:22][CH2:23][N:24]([CH:27]([CH3:28])[CH3:29])[CH2:25][CH2:26]4)[cH:16][c:17]3[cH:18]2)[CH2:6][CH2:7]1.